From a dataset of the Open Reaction Database (ORD), a public repository of structured organic reaction records. describe an organic reaction: reactants, conditions, products, and yield Starting materials: C(CCCCCCCCCCC)C1=NN=NN1 (5-dodecyl-1H-tetrazole), BrC1=C(C=CC=C1)CC(=O)OCC (ethyl 2-bromophenylacetate), C(CCCCCCCCC)C1=NN=NN1 (5-decyl-1H-tetrazole), BrCC(=O)OCC (ethyl bromoacetate). Reported procedure: When in the general procedure of Example 71 an appropriate amount of 5-dodecyl-1H-tetrazole was substituted for 5-decyl-1H-tetrazole and an appropriate amount of ethyl bromoacetate was substituted for ethyl 2-bromophenylacetate, the title compound was obtained, mp 38°-40° C. Reaction SMILES: [CH2:1]([C:13]1[NH:17][N:16]=[N:15][N:14]=1)[CH2:2][CH2:3][CH2:4][CH2:5][CH2:6][CH2:7][CH2:8][CH2:9][CH2:10][CH2:11][CH3:12].C(C1NN=NN=1)CCCCCCCCC.Br[CH2:34][C:35]([O:37][CH2:38][CH3:39])=[O:36].BrC1C=CC=CC=1CC(OCC)=O>>[CH2:1]([C:13]1[N:14]=[N:15][N:16]([CH2:34][C:35]([O:37][CH2:38][CH3:39])=[O:36])[N:17]=1)[CH2:2][CH2:3][CH2:4][CH2:5][CH2:6][CH2:7][CH2:8][CH2:9][CH2:10][CH2:11][CH3:12]. The product is C(CCCCCCCCCCC)C=1N=NN(N1)CC(=O)OCC (ethyl 5-dodecyl-2H-tetrazole-2-acetate). Reactants: N#CCBr, COC(=O)C=Cc1ccc(-c2ccc(O)c(C34CC5CC(CC(C5)C3)C4)c2)cc1, [K+], [K+], O=C([O-])[O-], CN(C)C=O, O. Product: COC(=O)C=Cc1ccc(-c2ccc(OCC#N)c(C34CC5CC(CC(C5)C3)C4)c2)cc1. As a reaction SMILES: [Br:1][CH2:2][C:3]#[N:4].[CH3:11][O:12][C:13]([CH:14]=[CH:15][c:16]1[cH:17][cH:18][c:19](-[c:22]2[cH:23][c:24]([C:29]34[CH2:30][CH:31]5[CH2:32][CH:33]([CH2:34][CH:35]([CH2:36]3)[CH2:37]5)[CH2:38]4)[c:25]([OH:28])[cH:26][cH:27]2)[cH:20][cH:21]1)=[O:39].[K+:5].[K+:6].[O-:7][C:8]([O-:9])=[O:10].[O:41]=[CH:42][N:43]([CH3:44])[CH3:45].[OH2:40]>>[CH2:2]([C:3]#[N:4])[O:28][c:25]1[c:24]([C:29]23[CH2:30][CH:31]4[CH2:32][CH:33]([CH2:34][CH:35]([CH2:36]2)[CH2:37]4)[CH2:38]3)[cH:23][c:22](-[c:19]2[cH:18][cH:17][c:16]([CH:15]=[CH:14][C:13]([O:12][CH3:11])=[O:39])[cH:21][cH:20]2)[cH:27][cH:26]1. Product: NC1CCC(c2ccccc2)(c2ccccc2)C1. The reactants are Br, CO, [Na], NC(=O)C1CCC(c2ccccc2)(c2ccccc2)C1. Reaction SMILES: [Br:22].[CH3:23][OH:24].[Na:1].[c:2]1([C:8]2([c:16]3[cH:17][cH:18][cH:19][cH:20][cH:21]3)[CH2:9][CH:10]([C:13](=[O:14])[NH2:15])[CH2:11][CH2:12]2)[cH:3][cH:4][cH:5][cH:6][cH:7]1>>[c:2]1([C:8]2([c:16]3[cH:17][cH:18][cH:19][cH:20][cH:21]3)[CH2:9][CH2:10][CH:13]([NH2:15])[CH2:12]2)[cH:3][cH:4][cH:5][cH:6][cH:7]1. Starting materials: CC(C)=O, CC(C)[Si](C(C)C)(C(C)C)n1cccc1, O=C1CCC(=O)N1Cl. Yields the product CC(C)[Si](C(C)C)(C(C)C)n1ccc(Cl)c1. RXN SMILES: [CH3:24][C:25](=[O:26])[CH3:27].[CH:1]([CH3:2])([CH3:3])[Si:4]([n:5]1[cH:6][cH:7][cH:8][cH:9]1)([CH:10]([CH3:11])[CH3:12])[CH:13]([CH3:14])[CH3:15].[Cl:16][N:17]1[C:18](=[O:19])[CH2:20][CH2:21][C:22]1=[O:23]>>[CH:1]([CH3:2])([CH3:3])[Si:4]([n:5]1[cH:6][c:7]([Cl:16])[cH:8][cH:9]1)([CH:10]([CH3:11])[CH3:12])[CH:13]([CH3:14])[CH3:15]. Reactants: CCOC(=O)N1C2CCC1CC(N=[N+]=[N-])C2, CO. Product: CCOC(=O)N1C2CCC1CC(N)C2. As a reaction SMILES: [CH2:1]([CH3:2])[O:3][C:4](=[O:5])[N:6]1[CH:7]2[CH2:8][CH:9]([N:14]=[N+:15]=[N-:16])[CH2:10][CH:11]1[CH2:12][CH2:13]2.[CH3:17][OH:18]>>[CH2:1]([CH3:2])[O:3][C:4](=[O:5])[N:6]1[CH:7]2[CH2:8][CH:9]([NH2:14])[CH2:10][CH:11]1[CH2:12][CH2:13]2. Reactants: FC(OC(C(OC(COCCCCl)(F)F)(F)F)(F)F)(F)F (3-(2-(2-(trifluoromethoxy)tetrafluoroethoxy)-2,2-difluoroethoxy)-1-chloropropane), C(CCCCC)OC=1C=NC(=NC1)C1=CC=C(C=C1)O (5-hexyloxy-2-(4-hydroxyphenyl)pyrimidine), BrCCCCl (1-bromo-3-chloropropane), 3-(2-(2-(trifluoromethoxy)tetrafluoroethoxy)-2,2-difluoroethanol). The solvent is O (water). The product is C(CCCCC)OC=1C=NC(=NC1)C1=CC=C(C=C1)OCCCOCC(F)(F)OC(C(OC(F)(F)F)(F)F)(F)F (5-Hexyloxy-2-[4-(3-(2-(2-(trifluoromethoxy)tetrafluoroethoxy)-2,2-difluoroethoxy)propoxy)phenyl]pyrimidine). RXN SMILES: [F:1][C:2]([F:21])([F:20])[O:3][C:4]([F:19])([F:18])[C:5]([F:17])([F:16])[O:6][C:7]([F:15])([F:14])[CH2:8][O:9][CH2:10][CH2:11][CH2:12]Cl.BrCCCCl.[CH2:27]([O:33][C:34]1[CH:35]=[N:36][C:37]([C:40]2[CH:45]=[CH:44][C:43]([OH:46])=[CH:42][CH:41]=2)=[N:38][CH:39]=1)[CH2:28][CH2:29][CH2:30][CH2:31][CH3:32]>O>[CH2:27]([O:33][C:34]1[CH:39]=[N:38][C:37]([C:40]2[CH:41]=[CH:42][C:43]([O:46][CH2:12][CH2:11][CH2:10][O:9][CH2:8][C:7]([O:6][C:5]([F:17])([F:16])[C:4]([F:19])([F:18])[O:3][C:2]([F:21])([F:20])[F:1])([F:15])[F:14])=[CH:44][CH:45]=2)=[N:36][CH:35]=1)[CH2:28][CH2:29][CH2:30][CH2:31][CH3:32]. Procedure details: The title compound was prepared essentially as in Example 1 by combining 3-(2-(2-(trifluoromethoxy)tetrafluoroethoxy)-2,2-difluoroethoxy)-1-chloropropane (4.5 g, 11.7 mmol; prepared by combining 1-bromo-3-chloropropane with 3-(2-(2-(trifluoromethoxy)tetrafluoroethoxy)-2,2-difluoroethanol) with 5-hexyloxy-2-(4-hydroxyphenyl)pyrimidine (3.0 g, 11.0 mmol). The resulting product was isolated by addition of water (50 mL) to the reaction mixture, followed by filtration and recrystallization from ethan...